Dataset: the Open Reaction Database (ORD), a public repository of structured organic reaction records. Task: describe an organic reaction: reactants, conditions, products, and yield The reactants are N (ammonia), CSC1=NC=NC2=CC(=CC=C12)[N+](=O)[O-] (4-(methylthio)-7-nitroquinazoline). The reagents and catalysts are [Fe] (Iron). The solvent is C(C)O (ethanol), O (water), C(C)(=O)O (acetic acid). Conditions: temperature 50 celsius. The product is CSC1=NC=NC2=CC(=CC=C12)N (4-(methylthio)-7-aminoquinazoline). Yield: 93.8%. As a reaction SMILES: [CH3:1][S:2][C:3]1[C:12]2[C:7](=[CH:8][C:9]([N+:13]([O-])=O)=[CH:10][CH:11]=2)[N:6]=[CH:5][N:4]=1.N>C(O)C.O.C(O)(=O)C.[Fe]>[CH3:1][S:2][C:3]1[C:12]2[C:7](=[CH:8][C:9]([NH2:13])=[CH:10][CH:11]=2)[N:6]=[CH:5][N:4]=1. Procedure details: Iron powder (325 mesh, 1.35 g, 52 mmol) was added portionwise to a stirred solution of 4-(methylthio)-7-nitroquinazoline (1.44 g, 6.52 mmol) in ethanol (130 ml), water (65 ml) and acetic acid (1.15 ml) at reflux over 1.5 hours. The mixture was cooled to 50° C., and a solution of ammonia (28%, 5 ml) was added. The precipitate was collected by suction filtration, washed with warm ethanol and the solvent was evaporated in vacuo. Purification by flash chromatography on by silica gel, eluting with 5%... Reactants: [H-].[Na+] (sodium hydride), C(CC(=O)OCC)(=O)OCC (diethyl malonate), CC1=C(N=C(O1)C1=CC=C(C=C1)C)CC=1C=C(CBr)C=CC1 (3-{[5-methyl-2-(p-tolyl)oxazol-4-yl]methyl}benzyl bromide). Run in CN(C=O)C (N,N-dimethylformamide), O1CCCC1 (tetrahydrofuran), O1CCCC1 (tetrahydrofuran). Product: CC1=C(N=C(O1)C1=CC=C(C=C1)C)CC=1C=C(CC(C(=O)OCC)C(=O)OCC)C=CC1 (Diethyl 3-{[5-methyl-2-(p-tolyl)oxazol-4-yl]methyl}-benzylmalonate). Isolated yield 82.2%. RXN SMILES: [H-].[Na+].[C:3]([O:11][CH2:12][CH3:13])(=[O:10])[CH2:4][C:5]([O:7][CH2:8][CH3:9])=[O:6].[CH3:14][C:15]1[O:19][C:18]([C:20]2[CH:25]=[CH:24][C:23]([CH3:26])=[CH:22][CH:21]=2)=[N:17][C:16]=1[CH2:27][C:28]1[CH:29]=[C:30]([CH:33]=[CH:34][CH:35]=1)[CH2:31]Br>O1CCCC1.CN(C)C=O>[CH3:14][C:15]1[O:19][C:18]([C:20]2[CH:21]=[CH:22][C:23]([CH3:26])=[CH:24][CH:25]=2)=[N:17][C:16]=1[CH2:27][C:28]1[CH:29]=[C:30]([CH:33]=[CH:34][CH:35]=1)[CH2:31][CH:4]([C:5]([O:7][CH2:8][CH3:9])=[O:6])[C:3]([O:11][CH2:12][CH3:13])=[O:10] |f:0.1|. Procedure: To 15 ml of dry tetrahydrofuran and 7 ml of dry N,N-dimethylformamide, 0.88 g of 60% sodium hydride was added. To the mixture was added dropwise 4.40 g of diethyl malonate with stirring under ice-cooling. After 15-minute-stirring, a solution of 3.93 g of 3-{[5-methyl-2-(p-tolyl)oxazol-4-yl]methyl}benzyl bromide/5 ml of dry tetrahydrofuran was added and stirred for 1 hour under ice-cooling. The reaction solution was poured into ice-cold water, extracted with ethyl acetate, washed with water and d... The reactants are O=C([O-])[O-], C#CCBr, CCOC(C)=O, CN(C)C=O, Cl, NC1CCN(C(=O)C(F)(F)F)CC1, [K+], [K+], C1CCOC1, O. The product is C#CCNC1CCN(C(=O)C(F)(F)F)CC1. Reaction SMILES: [C:14](=[O:15])([O-:16])[O-:17].[CH2:20]([C:21]#[CH:22])[Br:23].[CH3:25][CH2:26][O:27][C:28](=[O:29])[CH3:30].[CH3:37][N:38]([CH3:39])[CH:40]=[O:41].[ClH:24].[F:1][C:2]([C:3](=[O:4])[N:5]1[CH2:6][CH2:7][CH:8]([NH2:11])[CH2:9][CH2:10]1)([F:12])[F:13].[K+:18].[K+:19].[O:32]1[CH2:33][CH2:34][CH2:35][CH2:36]1.[OH2:31]>>[F:1][C:2]([C:3](=[O:4])[N:5]1[CH2:6][CH2:7][CH:8]([NH:11][CH2:22][C:21]#[CH:20])[CH2:9][CH2:10]1)([F:12])[F:13]. Reactants: ClC1=C(C=CC=2C(=NOC21)C2=C(C=CC=C2)F)OCC(=O)Cl ({[7-chloro-3-(2-fluorophenyl)-1,2-benzisoxazol-6-yl]oxy}acetyl chloride), CN(C=O)C (dimethylformamide). Product: CN(C(COC1=C(C2=C(C(=NO2)C2=C(C=CC=C2)F)C=C1)Cl)=O)C (N,N-dimethyl{[7-chloro-3-(2-fluorophenyl)-1,2-benzisoxazol-6-yl]oxy}acetamide). RXN SMILES: [Cl:1][C:2]1[C:10]2[O:9][N:8]=[C:7]([C:11]3[CH:16]=[CH:15][CH:14]=[CH:13][C:12]=3[F:17])[C:6]=2[CH:5]=[CH:4][C:3]=1[O:18][CH2:19][C:20](Cl)=[O:21].[CH3:23][N:24](C)[CH:25]=O>>[CH3:23][N:24]([CH3:25])[C:20](=[O:21])[CH2:19][O:18][C:3]1[CH:4]=[CH:5][C:6]2[C:7]([C:11]3[CH:16]=[CH:15][CH:14]=[CH:13][C:12]=3[F:17])=[N:8][O:9][C:10]=2[C:2]=1[Cl:1]. Reported procedure: A solution of 3.5 g of {[7-chloro-3-(2-fluorophenyl)-1,2-benzisoxazol-6-yl]oxy}acetyl chloride in 35 ml dimethylformamide is heated at 100° C. for 4 hr. The reaction mixture is then poured into ice, acidified and extracted with ether (4×200 ml). The organic extracts are washed with saturated sodium chloride solution, dried over anhydrous magnesium sulfate, filtered and the filtrate evaporated in vacuo to afford an oil which crystallizes on trituration with ether/petroleum ether. Chromatography o... Starting materials: C(C)OC(=O)CCN(CC(C(=O)OCC)C1=CC=CC=C1)C (ethyl N-(2-ethoxycarbonylethyl)-3-methylamino-2-phenylpropionate), alcohol, [H-].[Na+] (sodium hydride), [H][H] (hydrogen). The solvent is C1(=CC=CC=C1)C (toluene), C1(=CC=CC=C1)C (toluene). The product is CN1CC(C(CC1)=O)C1=CC=CC=C1 (1-methyl-3-phenyl-4-piperidone). Reaction SMILES: C(OC([CH2:6][CH2:7][N:8]([CH3:22])[CH2:9][CH:10]([C:16]1[CH:21]=[CH:20][CH:19]=[CH:18][CH:17]=1)[C:11]([O:13]CC)=O)=O)C.[H-].[Na+].[H][H]>C1(C)C=CC=CC=1>[CH3:22][N:8]1[CH2:7][CH2:6][C:11](=[O:13])[CH:10]([C:16]2[CH:17]=[CH:18][CH:19]=[CH:20][CH:21]=2)[CH2:9]1 |f:1.2|. Procedure details: 208.78 g of ethyl N-(2-ethoxycarbonylethyl)-3-methylamino-2-phenylpropionate, 10 ml of absolute alcohol and 500 ml of toluene are added to a suspension of 65.28 g of sodium hydride and 3.0 l of toluene. When hydrogen evolution slows (about 0.5 hour), the mixture is heated to reflux for 30 minutes. The reaction mixture is cooled and then extracted with 6 N hydrochloric acid. The resultant acid extracts are washed with 500 ml of hexane and heated to reflux under nitrogen for two hours. The mixture... Starting materials: CC(C)(C)[Si](C)(C)Cl, Nc1ncnc2c1ccn2C1CC(O)C(CO)C1, CN(C)C=O, c1c[nH]cn1. Yields the product CC(C)(C)[Si](C)(C)OCC1CC(n2ccc3c(N)ncnc32)CC1O. Reaction SMILES: [C:24]([CH3:25])([CH3:26])([CH3:27])[Si:28]([CH3:29])([CH3:30])[Cl:31].[NH2:1][c:2]1[c:3]2[c:4]([n:5][cH:6][n:7]1)[n:8]([CH:11]1[CH2:12][CH:13]([CH2:17][OH:18])[CH:14]([OH:16])[CH2:15]1)[cH:9][cH:10]2.[O:32]=[CH:33][N:34]([CH3:35])[CH3:36].[nH:19]1[cH:20][cH:21][n:22][cH:23]1>>[NH2:1][c:2]1[c:3]2[c:4]([n:5][cH:6][n:7]1)[n:8]([CH:11]1[CH2:12][CH:13]([CH2:17][O:18][Si:28]([C:24]([CH3:25])([CH3:26])[CH3:27])([CH3:29])[CH3:30])[CH:14]([OH:16])[CH2:15]1)[cH:9][cH:10]2. The yield is 89.1%. Reaction SMILES: [CH3:1][O:2][C:3]1[C:8]([C:9]#[N:10])=[CH:7][C:6]([CH2:11][CH3:12])=[C:5]([CH3:13])[N:4]=1>CO.Cl.[Pd]>[CH3:1][O:2][C:3]1[C:8]([CH2:9][NH2:10])=[CH:7][C:6]([CH2:11][CH3:12])=[C:5]([CH3:13])[N:4]=1. Reagents/catalysts: [Pd] (palladium on carbon). Product: COC1=NC(=C(C=C1CN)CC)C (2-methoxy-3-(aminomethyl)-5-ethyl-6-methylpyridine). Run in CO (methanol), Cl (HCl). Reactants: COC1=NC(=C(C=C1C#N)CC)C (2-methoxy-3-cyano-5-ethyl-6-methylpyridine). Procedure details: A solution of 2-methoxy-3-cyano-5-ethyl-6-methylpyridine (344 mg, 1.95 mmol) in methanol (8 mL) and 4.9M methanolic HCl (5 mL) containing 5% palladium on carbon (100 mg) was hydrogenated at atmospheric pressure for 10-20 hours. The catalyst was filtered off and the solvent evaporated. This residue was made basic with sodium hydroxide and the product was extracted into methylene chloride, dried (Na2SO4), filtered and evaporated to give 313 mg (89% yield) of oily product. Reaction conditions: time 15 hour. The reactants are CN(C)C(N(C)C)N(C)C, Cc1c(N(C)C)cccc1[N+](=O)[O-], Cl, Cl, NNC(N)=O, CN(C)C=O, O. The product is CN(C)c1cccc([N+](=O)[O-])c1CC=NNC(N)=O. Reaction SMILES: [CH3:14][N:15]([CH:16]([N:17]([CH3:18])[CH3:19])[N:20]([CH3:21])[CH3:22])[CH3:23].[CH3:1][N:2]([c:3]1[c:4]([CH3:12])[c:5]([N+:9](=[O:10])[O-:11])[cH:6][cH:7][cH:8]1)[CH3:13].[ClH:24].[ClH:30].[NH2:25][NH:26][C:27](=[O:28])[NH2:29].[O:31]=[CH:32][N:33]([CH3:34])[CH3:35].[OH2:36]>>[CH3:1][N:2]([c:3]1[c:4]([CH2:12][CH:14]=[N:25][NH:26][C:27](=[O:28])[NH2:29])[c:5]([N+:9](=[O:10])[O-:11])[cH:6][cH:7][cH:8]1)[CH3:13].